Dataset: the Open Reaction Database (ORD), a public repository of structured organic reaction records. Task: describe an organic reaction: reactants, conditions, products, and yield Reactants: ClC1=CC=C(C=C1)C=1C=C(C=NC1OCC(F)(F)F)C(=O)O (5-(4-chlorophenyl)-6-(2,2,2-trifluoroethoxy)-3-pyridinecarboxylic acid), CN(N)C1=CC=CC=C1 (1-methyl-1-phenyl-hydrazine). Yields the product CN(NC(=O)C=1C=NC(=C(C1)C1=CC=C(C=C1)Cl)OCC(F)(F)F)C1=CC=CC=C1 (5-(4-chloro-phenyl)-6-(2,2,2-trifluoro-ethoxy)-3-pyridinecarboxylic acid N′-methyl-N′-phenyl-hydrazide). Reaction SMILES: [Cl:1][C:2]1[CH:7]=[CH:6][C:5]([C:8]2[CH:9]=[C:10]([C:20]([OH:22])=O)[CH:11]=[N:12][C:13]=2[O:14][CH2:15][C:16]([F:19])([F:18])[F:17])=[CH:4][CH:3]=1.[CH3:23][N:24]([C:26]1[CH:31]=[CH:30][CH:29]=[CH:28][CH:27]=1)[NH2:25]>>[CH3:23][N:24]([C:26]1[CH:31]=[CH:30][CH:29]=[CH:28][CH:27]=1)[NH:25][C:20]([C:10]1[CH:11]=[N:12][C:13]([O:14][CH2:15][C:16]([F:17])([F:18])[F:19])=[C:8]([C:5]2[CH:4]=[CH:3][C:2]([Cl:1])=[CH:7][CH:6]=2)[CH:9]=1)=[O:22]. Procedure: The title compound was synthesized in analogy to Example 1 using 5-(4-chlorophenyl)-6-(2,2,2-trifluoroethoxy)-3-pyridinecarboxylic acid (CAN 1018782-82-5) and 1-methyl-1-phenyl-hydrazine (CAN 618-40-6) as starting materials; MS (EI) 436.3 (M+H)+. Reactants: CC1(NC(CC(C1)NC(C(=O)OCC)=O)(C)C)C (ethyl N-(2,2,6,6-tetramethyl-4-piperidinyl)oxamate), NN (hydrazine). Solvent: CO (methanol). Product: CC1(NC(CC(C1)NC(=O)C(=O)NN)(C)C)C (N-(2,2,6,6-tetramethyl-4-piperidinyl)-N'-aminooxamide). RXN SMILES: [CH3:1][C:2]1([CH3:18])[CH2:7][CH:6]([NH:8][C:9](=[O:15])[C:10](OCC)=[O:11])[CH2:5][C:4]([CH3:17])([CH3:16])[NH:3]1.[NH2:19][NH2:20]>CO>[CH3:1][C:2]1([CH3:18])[CH2:7][CH:6]([NH:8][C:9]([C:10]([NH:19][NH2:20])=[O:11])=[O:15])[CH2:5][C:4]([CH3:17])([CH3:16])[NH:3]1. Procedure details: N-(2,2,6,6-tetramethyl-4-piperidinyl)-N'-aminooxamide was prepared by the hydrazinolysis of ethyl N-(2,2,6,6-tetramethyl-4-piperidinyl)oxamate with 64% aqueous hydrazine in methanol. The reactants are CC(=O)OC(C)=O, ClCCl, Nc1cnc2ccc(N3CCCC3c3cc(F)ccc3F)nn12, c1ccncc1. Reaction SMILES: [CH3:24][C:25](=[O:26])[O:27][C:28](=[O:29])[CH3:30].[Cl:37][CH2:38][Cl:39].[F:1][c:2]1[c:3]([CH:9]2[N:10]([c:14]3[cH:15][cH:16][c:17]4[n:18]([n:19]3)[c:20]([NH2:23])[cH:21][n:22]4)[CH2:11][CH2:12][CH2:13]2)[cH:4][c:5]([F:8])[cH:6][cH:7]1.[cH:31]1[cH:32][cH:33][n:34][cH:35][cH:36]1>>[F:1][c:2]1[c:3]([CH:9]2[N:10]([c:14]3[cH:15][cH:16][c:17]4[n:18]([n:19]3)[c:20]([NH:23][C:25]([CH3:24])=[O:26])[cH:21][n:22]4)[CH2:11][CH2:12][CH2:13]2)[cH:4][c:5]([F:8])[cH:6][cH:7]1. Product: CC(=O)Nc1cnc2ccc(N3CCCC3c3cc(F)ccc3F)nn12. Reaction SMILES: [C:36]([Cl:37])([Cl:38])([Cl:39])[Cl:40].[CH:21]1([CH2:26][C:27](=[O:28])[c:29]2[cH:30][cH:31][c:32]([CH3:35])[cH:33][cH:34]2)[CH2:22][CH2:23][CH2:24][CH2:25]1.[N:9]#[C:10][C:11]([N:12]=[N:13][C:14]([C:15]#[N:16])([CH3:17])[CH3:18])([CH3:19])[CH3:20].[O:1]=[C:2]1[N:3]([Br:8])[C:4](=[O:5])[CH2:6][CH2:7]1>>[Br:8][CH2:35][c:32]1[cH:31][cH:30][c:29]([C:27]([CH2:26][CH:21]2[CH2:22][CH2:23][CH2:24][CH2:25]2)=[O:28])[cH:34][cH:33]1. Reactants: ClC(Cl)(Cl)Cl, Cc1ccc(C(=O)CC2CCCC2)cc1, CC(C)(C#N)N=NC(C)(C)C#N, O=C1CCC(=O)N1Br. Product: O=C(CC1CCCC1)c1ccc(CBr)cc1. Reactants: C(#N)C1=CC(=C(C=C1)C=1C=NN(C1O)C1=NC=C(C(=O)O)C=C1)C (6-(4-(4-cyano-2-methylphenyl)-5-hydroxy-1H-pyrazol-1-yl)nicotinic acid), C1(CC1)[C@@H](C)N ((R)-1-cyclopropylethanamine). Product: C(#N)C1=CC(=C(C=C1)C=1C=NN(C1O)C1=NC=C(C(=O)N[C@H](C)C2CC2)C=C1)C ((R)-6-(4-(4-cyano-2-methylphenyl)-5-hydroxy-1H-pyrazol-1-yl)-N-(1-cyclopropylethyl)nicotinamide). RXN SMILES: [C:1]([C:3]1[CH:8]=[CH:7][C:6]([C:9]2[CH:10]=[N:11][N:12]([C:15]3[CH:23]=[CH:22][C:18]([C:19]([OH:21])=O)=[CH:17][N:16]=3)[C:13]=2[OH:14])=[C:5]([CH3:24])[CH:4]=1)#[N:2].[CH:25]1([C@H:28]([NH2:30])[CH3:29])[CH2:27][CH2:26]1>>[C:1]([C:3]1[CH:8]=[CH:7][C:6]([C:9]2[CH:10]=[N:11][N:12]([C:15]3[CH:23]=[CH:22][C:18]([C:19]([NH:30][C@@H:28]([CH:25]4[CH2:27][CH2:26]4)[CH3:29])=[O:21])=[CH:17][N:16]=3)[C:13]=2[OH:14])=[C:5]([CH3:24])[CH:4]=1)#[N:2]. Procedure: The title compound was prepared in a manner similar to Example 112 using 6-(4-(4-cyano-2-methylphenyl)-5-hydroxy-1H-pyrazol-1-yl)nicotinic acid and (R)-1-cyclopropylethanamine. 1H NMR (400 MHz, DMSO-d6) δ ppm 0.17-0.27 (m, 1H) 0.27-0.36 (m, 1H) 0.36-0.44 (m, 1H) 0.44-0.53 (m, 1H) 0.94-1.07 (m, 1H) 1.25 (d, J=6.82 Hz, 3H) 2.43 (s, 3H) 3.42-3.57 (m, 1H) 7.66 (dd, J=8.08, 1.52 Hz, 1H) 7.69-7.75 (m, 1H) 7.78 (d, J=7.58 Hz, 1H) 8.17 (br. s., 1H) 8.43 (d, J=6.32 Hz, 2H) 8.59 (d, J=8.08 Hz, 1H) 8.85-8.... The reactants are C(N)(O)=O.O1C2CNCC21 (3,4-Epoxypyrrolidine carbamate), resin, LiClO4, C(=O)(OC(C)(C)C)N1CCNCC1 (N-Boc piperazine). The solvent is C(C)#N (acetonitrile). Conditions: temperature 80 celsius, time 2.5 hour. Yields the product N1(CCNCC1)C1C(CNC1)O (4-piperazin-1-yl-pyrrolidin-3-ol). As a reaction SMILES: C(=O)(O)N.[O:5]1[CH:10]2[CH:6]1[CH2:7][NH:8][CH2:9]2.C([N:18]1[CH2:23][CH2:22][NH:21][CH2:20][CH2:19]1)(OC(C)(C)C)=O>C(#N)C>[N:18]1([CH:10]2[CH2:9][NH:8][CH2:7][CH:6]2[OH:5])[CH2:23][CH2:22][NH:21][CH2:20][CH2:19]1 |f:0.1|. Procedure: 3,4-Epoxypyrrolidine carbamate Wang resin (0.15 g, 0.18 mmol) was placed in a glass reaction vessel (4 mL). LiClO4 (57 mg, 3 eq.), N-Boc piperazine (186 mg, 5.5 eq.) and acetonitrile (2 mL) were added. The glass reactor was closed with a screw cap and the reaction mixture was heated at 80° C. for 43 h. The resin was transferred into syringes and washed with acetonitrile: H2O (1:1, 2×), DMF (3×), MeOH (3×), DMF (3×), and CH2Cl2 (5×). The BOC group was removed by treating the resin with 10% methyl... The reactants are FC=1C(=CC=C2C(=CC(=NC12)C=1SC=C(N1)C(C)C)OC1CC2C(N(CCCCC=CC3CC3(NC(C2C1)=O)C(=O)O)C)=O)OC (17-[8-fluoro-2-(4-isopropylthiazole-2-yl)-7-methoxyquinolin-4-yloxy]-13-methyl-2,14-dioxo-3,13-diazatricyclo[13.3.0.04,6]octadec-7-ene-4-carboxylic acid), C1(CC1)S(=O)(=O)N (cyclopropylsulfonamide), ClC=1C(=CC=C2C(=CC(=NC12)C=1SC=C(N1)C(C)C)OC1CC2C(N(CCCCC=CC3CC3(NC(C2C1)=O)C(=O)NS(=O)(=O)C1CC1)C)=O)OC (N-[17-[8-chloro-2-(4-isopropylthiazole-2-yl)-7-methoxyquinolin-4-yloxy]-13-methyl-2,14-dioxo-3,13-diazatricyclo[13.3.0.04,6]-octadec-7-ene-4-carbonyl](cyclopropyl)sulfonamide). Reaction SMILES: [F:1][C:2]1[C:3]([O:45][CH3:46])=[CH:4][CH:5]=[C:6]2[C:11]=1[N:10]=[C:9]([C:12]1[S:13][CH:14]=[C:15]([CH:17]([CH3:19])[CH3:18])[N:16]=1)[CH:8]=[C:7]2[O:20][CH:21]1[CH2:38][CH:37]2[CH:23]([C:24](=[O:44])[N:25]([CH3:43])[CH2:26][CH2:27][CH2:28][CH2:29][CH:30]=[CH:31][CH:32]3[C:34]([C:40](O)=[O:41])([NH:35][C:36]2=[O:39])[CH2:33]3)[CH2:22]1.[CH:47]1([S:50]([NH2:53])(=[O:52])=[O:51])[CH2:49][CH2:48]1.ClC1C(OC)=CC=C2C=1N=C(C1SC=C(C(C)C)N=1)C=C2OC1CC2C(C(=O)N(C)CCCCC=CC3C(C(NS(C4CC4)(=O)=O)=O)(NC2=O)C3)C1>>[F:1][C:2]1[C:3]([O:45][CH3:46])=[CH:4][CH:5]=[C:6]2[C:11]=1[N:10]=[C:9]([C:12]1[S:13][CH:14]=[C:15]([CH:17]([CH3:18])[CH3:19])[N:16]=1)[CH:8]=[C:7]2[O:20][CH:21]1[CH2:38][CH:37]2[CH:23]([C:24](=[O:44])[N:25]([CH3:43])[CH2:26][CH2:27][CH2:28][CH2:29][CH:30]=[CH:31][CH:32]3[C:34]([C:40]([NH:53][S:50]([CH:47]4[CH2:49][CH2:48]4)(=[O:52])=[O:51])=[O:41])([NH:35][C:36]2=[O:39])[CH2:33]3)[CH2:22]1. The product is FC=1C(=CC=C2C(=CC(=NC12)C=1SC=C(N1)C(C)C)OC1CC2C(N(CCCCC=CC3CC3(NC(C2C1)=O)C(=O)NS(=O)(=O)C1CC1)C)=O)OC (N-[17-[8-fluoro-2-(4-isopropylthiazole-2-yl)-7-methoxyquinolin-4-yl-oxy]-13-methyl-2,14-dioxo-3,13-diazatricyclo[13.3.0.04,6]octadec-7-ene-4-carbonyl]-(cyclopropyl)sulfonamide). Procedure details: The title compound was prepared from 17-[8-fluoro-2-(4-isopropylthiazole-2-yl)-7-methoxyquinolin-4-yloxy]-13-methyl-2,14-dioxo-3,13-diazatricyclo[13.3.0.04,6]-octadec-7-ene-4-carboxylic acid (73) and cyclopropylsulfonamide following the procedure reported for the preparation of N-[17-[8-chloro-2-(4-isopropylthiazole-2-yl)-7-methoxyquinolin-4-yloxy]-13-methyl-2,14-dioxo-3,13-diazatricyclo[13.3.0.04,6]-octadec-7-ene-4-carbonyl](cyclopropyl)sulfonamide (56): m/z=754 (M+H)+. 1H NMR (CDCl3): 1H NMR (... Reactants: NC1CCN(CC1)C(C)C (4-amino-1-isopropylpiperidine), Cl (hydrogen chloride). Solvent: O1CCOCC1 (dioxane). Product: Cl.Cl.NC1CCN(CC1)C(C)C (4-amino-1-isopropylpiperidine dihydrochloride). RXN SMILES: [NH2:1][CH:2]1[CH2:7][CH2:6][N:5]([CH:8]([CH3:10])[CH3:9])[CH2:4][CH2:3]1.[ClH:11]>O1CCOCC1>[ClH:11].[ClH:11].[NH2:1][CH:2]1[CH2:7][CH2:6][N:5]([CH:8]([CH3:10])[CH3:9])[CH2:4][CH2:3]1 |f:3.4.5|. Reported procedure: The crude product (6.32 g) containing benzyl(1-isopropylpiperidin-4-yl)carbamate obtained in Example 382-(1) is dissolved in ethanol (100 ml), and thereto is added 10% palladium on carbon (600 mg), and the mixture is stirred at ambient temperature under hydrogen atmosphere overnight. The insoluble materials are removed by filtration, and the filtrate is concentrated under reduced pressure, and subjected to azeotropic distillation with toluene. The resulting residue is purified by NH-silica gel c... Starting materials: ClC1=NC=C(C(=O)NC2=CC=C(C=C2)F)C=C1 (6-chloro-N-(4-fluorophenyl)nicotinamide), SCCC(=O)O (3-mercaptopropionic acid), CC(C)([O-])C.[K+] (potassium tert-butoxide), ice water, Cl (HCl). Solvent: CN(C)C=O (DMF). Run at temperature 60 celsius. The product is FC1=CC=C(C=C1)NC(=O)C=1C=CC(=NC1)SCCC(=O)O (3-[5-(4-Fluorophenylcarbamoyl)Pyridin-2-Ylsulfanyl]Propionic Acid). Yield: 66.3%. RXN SMILES: Cl[C:2]1[CH:17]=[CH:16][C:5]([C:6]([NH:8][C:9]2[CH:14]=[CH:13][C:12]([F:15])=[CH:11][CH:10]=2)=[O:7])=[CH:4][N:3]=1.[SH:18][CH2:19][CH2:20][C:21]([OH:23])=[O:22].CC(C)([O-])C.[K+].Cl>CN(C=O)C>[F:15][C:12]1[CH:13]=[CH:14][C:9]([NH:8][C:6]([C:5]2[CH:16]=[CH:17][C:2]([S:18][CH2:19][CH2:20][C:21]([OH:23])=[O:22])=[N:3][CH:4]=2)=[O:7])=[CH:10][CH:11]=1 |f:2.3|. Reported procedure: To a solution of 6-chloro-N-(4-fluorophenyl)nicotinamide (0.20 g, 0.80 mmol) in 10 mL of DMF was added 3-mercaptopropionic acid (0.10 mL, 1.2 mmol) and potassium tert-butoxide (0.31 g, 2.8 mmol) and the mixture heated to 60° C. After 9 h the reaction mixture was poured into ice water, HCl (1 M, aq) added to adjust to pH 6, and the solids removed via filtration. The filtrate was then taken to pH 10 with NaOH (4M, aq) and extracted with ethyl acetate. HCl (6M, aq) was then added to the filtrate to... The reactants are N#Cc1ccccc1S(N)(=O)=O, CCOC(=O)c1ccc(Cl)cc1NC(=O)Oc1ccccc1. Yields the product CCOC(=O)c1ccc(Cl)cc1NC(=O)NS(=O)(=O)c1ccccc1C#N. RXN SMILES: [C:23](#[N:24])[c:25]1[c:26]([S:31](=[O:32])(=[O:33])[NH2:34])[cH:27][cH:28][cH:29][cH:30]1.[Cl:1][c:2]1[cH:3][c:4]([NH:13][C:14]([O:16][c:15]2[cH:17][cH:18][cH:19][cH:20][cH:21]2)=[O:22])[c:5]([C:6](=[O:7])[O:8][CH2:9][CH3:10])[cH:11][cH:12]1>>[Cl:1][c:2]1[cH:3][c:4]([NH:13][C:14](=[O:16])[NH:34][S:31]([c:26]2[c:25]([C:23]#[N:24])[cH:30][cH:29][cH:28][cH:27]2)(=[O:32])=[O:33])[c:5]([C:6](=[O:7])[O:8][CH2:9][CH3:10])[cH:11][cH:12]1.